From a dataset of the Open Reaction Database (ORD), a public repository of structured organic reaction records. describe an organic reaction: reactants, conditions, products, and yield The reactants are BrC=1C=C(C(=O)NC=2SC3=C(N2)C(=CC=C3C3CCOCC3)OC)C=CN1 (2-bromo-N-[4-methoxy-7-(tetrahydro-pyran-4-yl)-benzothiazol-2-yl]-isonicotinamide), C(C)(C)(C)C1=CC(=CC(=C1O)C(C)(C)C)C (2,6-di-tert-butyl-para-cresol), [Cl-].[Li+] (lithium chloride), C(C=C)[Sn](CCCC)(CCCC)CCCC (allyltri-n-butyltin), C1(=CC=CC=C1)P(C1=CC=CC=C1)C1=CC=CC=C1 (triphenylphosphine). Reagents/catalysts: Cl[Pd]([P](C1=CC=CC=C1)(C2=CC=CC=C2)C3=CC=CC=C3)([P](C4=CC=CC=C4)(C5=CC=CC=C5)C6=CC=CC=C6)Cl (bis(triphenylphosphine)palladium(II) chloride), [Pd] (palladium on charcoal). Run in ClCCl (dichloromethane), CO (methanol), CN(C)C=O (DMF). The product is COC1=CC=C(C2=C1N=C(S2)NC(C2=CC(=NC=C2)CCC)=O)C2CCOCC2 (N-[4-Methoxy-7-(tetrahydro-pyran-4-yl)-benzothiazol-2-yl]-2-propyl-isonicotinamide). As a reaction SMILES: Br[C:2]1[CH:3]=[C:4]([CH:25]=[CH:26][N:27]=1)[C:5]([NH:7][C:8]1[S:9][C:10]2[C:16]([CH:17]3[CH2:22][CH2:21][O:20][CH2:19][CH2:18]3)=[CH:15][CH:14]=[C:13]([O:23][CH3:24])[C:11]=2[N:12]=1)=[O:6].[CH2:28]([Sn](CCCC)(CCCC)CCCC)[CH:29]=[CH2:30].C1(P(C2C=CC=CC=2)C2C=CC=CC=2)C=CC=CC=1.[Cl-].[Li+].C(C1C(O)=C(C(C)(C)C)C=C(C)C=1)(C)(C)C>CN(C=O)C.[Pd].ClCCl.CO.Cl[Pd](Cl)([P](C1C=CC=CC=1)(C1C=CC=CC=1)C1C=CC=CC=1)[P](C1C=CC=CC=1)(C1C=CC=CC=1)C1C=CC=CC=1>[CH3:24][O:23][C:13]1[C:11]2[N:12]=[C:8]([NH:7][C:5](=[O:6])[C:4]3[CH:25]=[CH:26][N:27]=[C:2]([CH2:28][CH2:29][CH3:30])[CH:3]=3)[S:9][C:10]=2[C:16]([CH:17]2[CH2:22][CH2:21][O:20][CH2:19][CH2:18]2)=[CH:15][CH:14]=1 |f:3.4,^1:94,113|. Reported procedure: From 2-bromo-N-[4-methoxy-7-(tetrahydro-pyran-4-yl)-benzothiazol-2-yl]-isonicotinamide with allyltri-n-butyltin, bis(triphenylphosphine)palladium(II) chloride, triphenylphosphine, lithium chloride and 2,6-di-tert-butyl-para-cresol in DMF, then hydrogenation with palladium on charcoal in dichloromethane and methanol. ES-MS m/e (%): 412 (M+H+, 100). Starting materials: [H-].[Na+] (Sodium hydride), C(#N)C(C(=O)OCC)C1=C(C(=CC=C1)OC1=C(C=CC=C1)F)OC (ethyl 2-cyano-2-[2-methoxy-3-(2-fluorophenoxy)phenyl]acetate), CI (methyl iodide). Product: C(#N)C(C(=O)OCC)(C)C1=C(C(=CC=C1)OC1=C(C=CC=C1)F)OC (ethyl 2-cyano-2-[2-methoxy-3-(2-fluorophenoxy)phenyl]propionate). Yield: 85.0%. RXN SMILES: [H-].[Na+].[C:3]([CH:5]([C:11]1[CH:16]=[CH:15][CH:14]=[C:13]([O:17][C:18]2[CH:23]=[CH:22][CH:21]=[CH:20][C:19]=2[F:24])[C:12]=1[O:25][CH3:26])[C:6]([O:8][CH2:9][CH3:10])=[O:7])#[N:4].[CH3:27]I>>[C:3]([C:5]([C:11]1[CH:16]=[CH:15][CH:14]=[C:13]([O:17][C:18]2[CH:23]=[CH:22][CH:21]=[CH:20][C:19]=2[F:24])[C:12]=1[O:25][CH3:26])([CH3:27])[C:6]([O:8][CH2:9][CH3:10])=[O:7])#[N:4] |f:0.1|. Procedure: Sodium hydride (50%, 1 g), ethyl 2-cyano-2-[2-methoxy-3-(2-fluorophenoxy)phenyl]acetate (7 g) and methyl iodide (4.14 g) were treated in a similar manner to that of Example 10-(5) to give oily ethyl 2-cyano-2-[2-methoxy-3-(2-fluorophenoxy)phenyl]propionate (6.2 g). Yields the product FC1=CC=C(C=C1)C(NC(C1=CC(=CC=C1)C)=O)C(NCCNC1=CC=C(C=C1)OC)=O (N-{(4-Fluoro-phenyl)-[2-(4-methoxy-phenylamino)-ethylcarbamoyl]-methyl}-3-methyl-benzamide). RXN SMILES: [F:1][C:2]1[CH:7]=[CH:6][C:5]([CH:8]([NH:12][C:13](=[O:21])[C:14]2[CH:19]=[CH:18][CH:17]=[C:16]([CH3:20])[CH:15]=2)[C:9]([OH:11])=O)=[CH:4][CH:3]=1.C1C=CC2N(O)N=NC=2C=1.CC(C)N=C=NC(C)C.[CH3:41][O:42][C:43]1[CH:48]=[CH:47][C:46]([NH:49][CH2:50][CH2:51][NH2:52])=[CH:45][CH:44]=1>C(Cl)Cl>[F:1][C:2]1[CH:3]=[CH:4][C:5]([CH:8]([C:9](=[O:11])[NH:52][CH2:51][CH2:50][NH:49][C:46]2[CH:47]=[CH:48][C:43]([O:42][CH3:41])=[CH:44][CH:45]=2)[NH:12][C:13](=[O:21])[C:14]2[CH:19]=[CH:18][CH:17]=[C:16]([CH3:20])[CH:15]=2)=[CH:6][CH:7]=1. Reported procedure: 4-Fluoro-phenyl glycine 1 (20 mg, 0.12 mmol) was dissolved in H2O (1 mL) containing equimolar amounts of NaOH (5 mg, 0.12 mmol). The solution was cooled to 0° C., then m-toluoyl chloride (16 μL, 0.12 mmol) was added dropwise under vigorous stirring. The mixture was allowed to warm to room temperature and stirred for approx. 12 h. After acidification with 1 M HCl (1 mL), the product was extracted from the reaction mixture with DCM (4 mL). The organic layer was separated and the solvent was remove... Reactants: COC1=CC=C(C=C1)NCCN (N-(4-Methoxyphenyl)-ethane-1,2-diamine), C=1C=CC2=C(C1)N=NN2O (HOBt), CC(N=C=NC(C)C)C (DIC), FC1=CC=C(C=C1)C(C(=O)O)NC(C1=CC(=CC=C1)C)=O ((4-Fluoro-phenyl)-(3-methyl-benzoylamino)-acetic acid). Run at time 10 minute. The yield is 33.3%. Solvent: C(Cl)Cl (DCM). Reaction SMILES: [CH2:1](Br)[CH:2]=[CH2:3].[CH2:5]([O:7][C:8](=[O:25])[CH2:9][O:10][C:11]1[CH:16]=[CH:15][C:14]([OH:17])=[CH:13][C:12]=1[O:18][CH2:19][C:20]([O:22][CH2:23][CH3:24])=[O:21])[CH3:6].C([O-])([O-])=O.[K+].[K+].O>CN(C=O)C>[CH2:5]([O:7][C:8](=[O:25])[CH2:9][O:10][C:11]1[CH:16]=[CH:15][C:14]([O:17][CH2:3][CH:2]=[CH2:1])=[CH:13][C:12]=1[O:18][CH2:19][C:20]([O:22][CH2:23][CH3:24])=[O:21])[CH3:6] |f:2.3.4|. Reactants: O (water), C(C=C)Br (Allyl bromide), C(C)OC(COC1=C(C=C(C=C1)O)OCC(=O)OCC)=O ((2-Ethoxycarbonylmethoxy-4-hydroxy-phenoxy)-acetic acid ethyl ester), C(=O)([O-])[O-].[K+].[K+] (K2CO3). Reported procedure: Allyl bromide (25.53 ml; 302 mmol) was added slowly to a mixture of the compound of example 65b (75 g; 251.4 mmol), K2CO3 (52.04 g; 377 mmol) and KI (˜1 g) in DMF (150 ml) under vigorous stirring for 15 min at room temperature. The reaction mixture was stirred overnight (˜16 h), treated with water (1 lit.), and extracted with EtOAc. The EtOAc layer was washed with water, brine, dried (Na2SO4), concentrated and purified using flash chromatography (silica gel, 3% CH3CN in chloroform) to obtain the... Yields the product C(C)OC(COC1=C(C=C(C=C1)OCC=C)OCC(=O)OCC)=O ((4-Allyloxy-2-ethoxycarbonylmethoxy-phenoxy)-acetic acid ethyl ester). Run at time 15 minute. Solvent: CN(C)C=O (DMF). Conditions: time 72 hour. Starting materials: C(C)(=O)O[BH-](OC(C)=O)OC(C)=O.[Na+] (sodium triacetoxyborohydride), C(=O)[C@]12[C@@H]([C@H]3CC[C@@H]4[C@]5(CC=C(C([C@@H]5CC[C@]4([C@@]3(CC1)C)C)(C)C)C1=CC=C(C(=O)OC(C)(C)C)C=C1)C)[C@@H](CC2)C(=C)C (tert-butyl 4-((1R,3aS,5aR,5bR,7aR,11aS,11bR,13aR,13bR)-3a-formyl-5a,5b,8,8,11a-pentamethyl-1-(prop-1-en-2-yl)-2,3,3a,4,5,5a,5b,6,7,7a,8,11,11a,11b,12,13,13a,13b-octadecahydro-1H-cyclopenta[a]chrysen-9-yl)benzoate), C(C)(=O)O (acetic acid), CN(CCCN)C (3-(dimethylamino)propylamine). RXN SMILES: [CH:1]([C@:3]12[CH2:41][CH2:40][C@@H:39]([C:42]([CH3:44])=[CH2:43])[C@@H:4]1[C@@H:5]1[C@@:18]([CH3:21])([CH2:19][CH2:20]2)[C@@:17]2([CH3:22])[C@@H:8]([C@:9]3([CH3:38])[C@@H:14]([CH2:15][CH2:16]2)[C:13]([CH3:24])([CH3:23])[C:12]([C:25]2[CH:37]=[CH:36][C:28]([C:29]([O:31][C:32]([CH3:35])([CH3:34])[CH3:33])=[O:30])=[CH:27][CH:26]=2)=[CH:11][CH2:10]3)[CH2:7][CH2:6]1)=O.[C:45](O)(=[O:47])C.[CH3:49][N:50]([CH3:55])[CH2:51][CH2:52][CH2:53][NH2:54].C(O[BH-](OC(=O)C)OC(=O)C)(=O)C.[Na+]>ClCCCl.C([O-])(O)=O.[Na+]>[OH:47][CH2:45][CH2:55][NH:50][CH2:51][C@:52]12[CH2:53][CH2:40][C@@H:39]([C:42]([CH3:44])=[CH2:43])[C@@H:4]1[C@@H:5]1[C@@:18]([CH3:21])([CH2:19][CH2:20]2)[C@@:17]2([CH3:22])[C@@H:8]([C@:9]3([CH3:38])[C@@H:14]([CH2:15][CH2:16]2)[C:13]([CH3:23])([CH3:24])[C:12]([C:25]2[CH:37]=[CH:36][C:28]([C:29]([O:31][C:32]([CH3:35])([CH3:34])[CH3:33])=[O:30])=[CH:27][CH:26]=2)=[CH:11][CH2:10]3)[CH2:7][CH2:6]1.[CH3:49][N:50]([CH3:55])[CH2:51][CH2:52][CH2:53][NH:54][CH2:1][C@:3]12[CH2:41][CH2:40][C@@H:39]([C:42]([CH3:44])=[CH2:43])[C@@H:4]1[C@@H:5]1[C@@:18]([CH3:21])([CH2:19][CH2:20]2)[C@@:17]2([CH3:22])[C@@H:8]([C@:9]3([CH3:38])[C@@H:14]([CH2:15][CH2:16]2)[C:13]([CH3:23])([CH3:24])[C:12]([C:25]2[CH:26]=[CH:27][C:28]([C:29]([O:31][C:32]([CH3:33])([CH3:34])[CH3:35])=[O:30])=[CH:36][CH:37]=2)=[CH:11][CH2:10]3)[CH2:7][CH2:6]1 |f:3.4,6.7|. The solvent is ClCCCl (DCE), C(=O)(O)[O-].[Na+] (NaHCO3). Procedure details: To a solution of tert-butyl 4-((1R,3aS,5aR,5bR,7aR,11aS,11bR,13aR,13bR)-3a-formyl-5a,5b,8,8,11a-pentamethyl-1-(prop-1-en-2-yl)-2,3,3a,4,5,5a,5b,6,7,7a,8,11,11a,11b,12,13,13a,13b-octadecahydro-1H-cyclopenta[a]chrysen-9-yl)benzoate (0.1 g, 0.167 mmol) in DCE (2 ml) was added acetic acid (0.019 ml, 0.334 mmol) and 3-(dimethylamino)propylamine (0.084 ml, 0.668 mmol). To the mixture was added sodium triacetoxyborohydride (0.177 g, 0.835 mmol) and it was stirred at rt for 72 h. After 72 h of stirring,... Yields the product OCCNC[C@]12[C@@H]([C@H]3CC[C@@H]4[C@]5(CC=C(C([C@@H]5CC[C@]4([C@@]3(CC1)C)C)(C)C)C1=CC=C(C(=O)OC(C)(C)C)C=C1)C)[C@@H](CC2)C(=C)C (tert-butyl 4-((1R,3aS,5aR,5bR,7aR,11aS,11bR,13aR,13bR)-3a-((2-hydroxyethylamino)methyl)-5a,5b,8,8,11a-pentamethyl-1-(prop-1-en-2-yl)-2,3,3a,4,5,5a,5b,6,7,7a,8,11,11a,11b,12,13,13a,13b-octadecahydro-1H-cyclopenta[a]chrysen-9-yl)benzoate), CN(CCCNC[C@]12[C@@H]([C@H]3CC[C@@H]4[C@]5(CC=C(C([C@@H]5CC[C@]4([C@@]3(CC1)C)C)(C)C)C1=CC=C(C(=O)OC(C)(C)C)C=C1)C)[C@@H](CC2)C(=C)C)C (tert-butyl 4-((1R,3aS,5aR,5bR,7aR,11aS,11bR,13aR,13bR)-3a-((3-(dimethylamino)propylamino)methyl)-5a,5b,8,8,11a-pentamethyl-1-(prop-1-en-2-yl)-2,3,3a,4,5,5a,5b,6,7,7a,8,11,11a,11b,12,13,13a,13b-octadecahydro-1H-cyclopenta[a]chrysen-9-yl)benzoate). The reactants are FC1=CC=C(C=C1)C(=C(C(=O)OCC)C=1N=NN(N1)C(C1=CC=CC=C1)(C1=CC=CC=C1)C1=CC=CC=C1)C1=CC=C(C=C1)F (ethyl 3,3-bis(4-fluorophenyl)-2-[2-triphenylmethyl-2H-tetrazol-5-yl]-2-propenoate), [H-].C(C(C)C)[Al+]CC(C)C (diisobutylaluminium hydride). Solvent: C(Cl)Cl (methylene chloride). Run at time 3 hour. The product is FC1=CC=C(C=C1)C(=C(CO)C=1N=NN(N1)C(C1=CC=CC=C1)(C1=CC=CC=C1)C1=CC=CC=C1)C1=CC=C(C=C1)F (3,3-Bis(4-fluorophenyl)-2-[2-(triphenylmethyl)-2H-tetrazol-5-yl]-2-propenol). Isolated yield 75.5%. As a reaction SMILES: [F:1][C:2]1[CH:7]=[CH:6][C:5]([C:8]([C:39]2[CH:44]=[CH:43][C:42]([F:45])=[CH:41][CH:40]=2)=[C:9]([C:15]2[N:16]=[N:17][N:18]([C:20]([C:33]3[CH:38]=[CH:37][CH:36]=[CH:35][CH:34]=3)([C:27]3[CH:32]=[CH:31][CH:30]=[CH:29][CH:28]=3)[C:21]3[CH:26]=[CH:25][CH:24]=[CH:23][CH:22]=3)[N:19]=2)[C:10](OCC)=[O:11])=[CH:4][CH:3]=1.[H-].C([Al+]CC(C)C)C(C)C>C(Cl)Cl>[F:1][C:2]1[CH:3]=[CH:4][C:5]([C:8]([C:39]2[CH:44]=[CH:43][C:42]([F:45])=[CH:41][CH:40]=2)=[C:9]([C:15]2[N:16]=[N:17][N:18]([C:20]([C:21]3[CH:22]=[CH:23][CH:24]=[CH:25][CH:26]=3)([C:27]3[CH:32]=[CH:31][CH:30]=[CH:29][CH:28]=3)[C:33]3[CH:38]=[CH:37][CH:36]=[CH:35][CH:34]=3)[N:19]=2)[CH2:10][OH:11])=[CH:6][CH:7]=1 |f:1.2|. Procedure details: To a stirred solution of 3 g (5 mmol) ethyl 3,3-bis(4-fluorophenyl)-2-[2-triphenylmethyl-2H-tetrazol-5-yl]-2-propenoate in 50 mL of methylene chloride at -70° C., 10 mL (15 mmol) diisobutylaluminium hydride solution (1.5M in methylene chloride) was added and the solution stirred for 3 hours. The reaction was quenched with water and the mixture extracted with methylene chloride. The combined organic fractions were dried with magnesium sulfate and concentrated in vacuo to give 2.1 g of the title c... Starting materials: C1(=CC=CC=C1)CCC1=NC=2C=CC=C3C(CCN1C23)OC(=O)C23OC(C(CC2)(C3(C)C)C)=O (5,6-dihydro-2-(2-phenylethyl)-6-((-)-4,7,7-trimethyl-3-oxo-2-oxabicyclo[2.2.1]heptane-1-carbonyloxy)-4H-imidazo[4,5,1-ij]quinoline), [OH-].[Na+] (sodium hydroxide). Run in CO (methanol). Reaction conditions: time 2 hour. The product is C1(=CC=CC=C1)CCC1=NC=2C=CC=C3C(CCN1C23)O ((+)-5,6-dihydro-2-(2-phenylethyl)-4H-imidazo[4,5,1-ij]quinolin-6-ol). As a reaction SMILES: [C:1]1([CH2:7][CH2:8][C:9]2[N:19]3[C:20]4[C:15]([CH:16]([O:21]C(C56C(C)(C)C(C)(CC5)C(=O)O6)=O)[CH2:17][CH2:18]3)=[CH:14][CH:13]=[CH:12][C:11]=4[N:10]=2)[CH:6]=[CH:5][CH:4]=[CH:3][CH:2]=1.[OH-].[Na+]>CO>[C:1]1([CH2:7][CH2:8][C:9]2[N:19]3[C:20]4[C:15]([CH:16]([OH:21])[CH2:17][CH2:18]3)=[CH:14][CH:13]=[CH:12][C:11]=4[N:10]=2)[CH:6]=[CH:5][CH:4]=[CH:3][CH:2]=1 |f:1.2|. Procedure: A portion (2.7 g) of the less polar fraction of 5,6-dihydro-2-(2-phenylethyl)-6-((-)-4,7,7-trimethyl-3-oxo-2-oxabicyclo[2.2.1]heptane-1-carbonyloxy)-4H-imidazo[4,5,1-ij]quinoline obtained in Step 1 was dissolved in methanol (200 mL), followed by the addition of 2N aqueous sodium hydroxide (60 mL) and subsequent stirring at room temperature for 2 hrs; thereafter, the mixture was concentrated under reduced pressure and, to the residue was added water followed by extraction with ethyl acetate. The ... The reactants are COC=1C=CC(=C(C1)C)[N+](=O)[O-] (5-methoxy-2-nitrotoluene), C=O (paraformaldehyde). Solvent: CO (MeOH), CS(=O)C (DMSO). Conditions: time 2.5 hour. The product is COC=1C=CC(=C(C1)CCO)[N+](=O)[O-] (2-(5-methoxy-2-nitrophenyl)ethanol). The yield is 47.7%. As a reaction SMILES: [CH3:1][O:2][C:3]1[CH:4]=[CH:5][C:6]([N+:10]([O-:12])=[O:11])=[C:7]([CH3:9])[CH:8]=1.[CH2:13]=[O:14]>CO.CS(C)=O>[CH3:1][O:2][C:3]1[CH:4]=[CH:5][C:6]([N+:10]([O-:12])=[O:11])=[C:7]([CH2:9][CH2:13][OH:14])[CH:8]=1. Procedure: Triton B (2 ml, 35% in MeOH) was added at 80° C. to a mixture of 5-methoxy-2-nitrotoluene (25 g, 150 mmol) and paraformaldehyde (2.3 g, 73 mmol) in DMSO (20 ml, synthesis quality, additionally dried for 2 d over molecular sieve 4 Å). After being stirred 2.5 h at this temperature, it was cooled to room temperature and neutralized with a few drops of conc. HCl. The mixture was diluted with H2O (50 ml) and extracted with EtOAc (5×100 ml). The organic phases were dried over MgSO4, filtered and conce... Reactants: CO, Cl, [K+], [OH-], O, OO, O=c1[nH]nc(Cc2c(F)cccc2F)c(=S)n1-c1ccccc1. The product is O=c1[nH]nc(Cc2c(F)cccc2F)c(=O)n1-c1ccccc1. As a reaction SMILES: [CH3:29][OH:30].[ClH:26].[K+:28].[OH-:27].[OH2:31].[OH:24][OH:25].[c:1]1(-[n:7]2[c:8](=[O:23])[nH:9][n:10][c:11]([CH2:14][c:15]3[c:16]([F:22])[cH:17][cH:18][cH:19][c:20]3[F:21])[c:12]2=[S:13])[cH:2][cH:3][cH:4][cH:5][cH:6]1>>[c:1]1(-[n:7]2[c:8](=[O:23])[nH:9][n:10][c:11]([CH2:14][c:15]3[c:16]([F:22])[cH:17][cH:18][cH:19][c:20]3[F:21])[c:12]2=[O:24])[cH:2][cH:3][cH:4][cH:5][cH:6]1.